Dataset: the Open Reaction Database (ORD), a public repository of structured organic reaction records. Task: describe an organic reaction: reactants, conditions, products, and yield Procedure: A solution of 2-bromothiophene (4.967 g, 24.92 mmol) in 5 ml dry THF was added dropwise to a mixture of Mg-turnings (752 mg, 30.94 mmol) and a small iodine crystal in 25 ml dry THF. After addition of about 1 ml of the bromothiophene solution, the reaction started and the mixture heated to reflux. The rest of the bromothiophene solution was added dropwise to the reaction, and the mixture was stirred for 1 hour at reflux. The reaction mixture was then transferred with a syringe into an addition fu... Run at time 1 hour. The reactants are ice, BrC=1SC=CC1 (bromothiophene), BrC=1SC=CC1 (2-bromothiophene), Mg, II (iodine), BrC=1SC(=CC1)Br (2,5-dibromothiophene), BrC=1SC=CC1 (bromothiophene). Yields the product BrC1=CC=C(S1)C=1SC=CC1 (5-bromo-2,2′-bithiophene), S1C(=CC=C1)C=1SC(=CC1)C=1SC=CC1 (2,2′:5′,2″-terthiophene). The reagents and catalysts are C1=CC=C(C=C1)P([C-]2C=CC=C2)C3=CC=CC=C3.C1=CC=C(C=C1)P([C-]2C=CC=C2)C3=CC=CC=C3.Cl[Pd]Cl.[Fe+2] (PdCl2(dppf)2). Run in C1CCOC1 (THF), C1CCOC1 (THF), C1CCOC1 (THF). As a reaction SMILES: [Br:1][C:2]1[S:3][CH:4]=[CH:5][CH:6]=1.II.Br[C:10]1[S:11][C:12](Br)=[CH:13][CH:14]=1>C1COCC1.C1C=CC(P(C2C=CC=CC=2)[C-]2C=CC=C2)=CC=1.C1C=CC(P(C2C=CC=CC=2)[C-]2C=CC=C2)=CC=1.Cl[Pd]Cl.[Fe+2]>[Br:1][C:2]1[S:3][C:4]([C:10]2[S:11][CH:12]=[CH:13][CH:14]=2)=[CH:5][CH:6]=1.[S:3]1[CH:4]=[CH:5][CH:6]=[C:2]1[C:10]1[S:11][C:12]([C:2]2[S:3][CH:4]=[CH:5][CH:6]=2)=[CH:13][CH:14]=1 |f:4.5.6.7|. Yield: 16.0%. Starting materials: BrC1=NN2C=NC(=C(C2=N1)CCC)CN1C(=NC=C1)C1=NC=CC=C1F (2-bromo-7-[2-(3-fluoro-pyridin-2-yl)-imidazol-1-ylmethyl]-8-propyl-[1,2,4]triazolo[1,5-c]pyrimidine), N1CCCC1 (pyrrolidine). Reaction conditions: time 4 hour. Product: FC=1C(=NC=CC1)C=1N(C=CN1)CC1=C(C=2N(C=N1)N=C(N2)N2CCCC2)CCC (7-{[2-(3-fluoropyridin-2-yl)-1H-imidazol-1-yl]methyl}-8-propyl-2-pyrrolidin-1-yl[1,2,4]triazolo[1,5-c]pyrimidine). RXN SMILES: Br[C:2]1[N:10]=[C:9]2[N:4]([CH:5]=[N:6][C:7]([CH2:14][N:15]3[CH:19]=[CH:18][N:17]=[C:16]3[C:20]3[C:25]([F:26])=[CH:24][CH:23]=[CH:22][N:21]=3)=[C:8]2[CH2:11][CH2:12][CH3:13])[N:3]=1.[NH:27]1[CH2:31][CH2:30][CH2:29][CH2:28]1>>[F:26][C:25]1[C:20]([C:16]2[N:15]([CH2:14][C:7]3[N:6]=[CH:5][N:4]4[N:3]=[C:2]([N:27]5[CH2:31][CH2:30][CH2:29][CH2:28]5)[N:10]=[C:9]4[C:8]=3[CH2:11][CH2:12][CH3:13])[CH:19]=[CH:18][N:17]=2)=[N:21][CH:22]=[CH:23][CH:24]=1. Procedure details: A mixture of 175 (77 mg, 0.185 mmol) and pyrrolidine (0.5 ml) is stirred at room temperature for 4 hours. The solvent is removed in vacuo and the residue is partitioned between water (5 ml) and EtOAc (5 ml). The layers are separated and the aqueous layer is extracted with EtOAc (2×5 ml). The combined extracts are washed with brine (5 ml), dried (Na2SO4) and evaporated. PTLC separation of the residue with 5% MeOH in CH2Cl2 gives the title compound 173 as a white solid. H1 NMR (δ, CDCl3): 8.84 (s,... Procedure: N-Boc-O-Benzyl-L-Serine (8.86 g, 30.0 mmol) was dissolved in tetrahydrofuran (94 mL) and the resultant solution was cooled with a 0° C. ice bath. Methyl iodide (15.0 mL, 241 mmol) was added in one portion. After 5 min, sodium hydride (60% dispersion in mineral oil, 3.6 g, 90 mmol) was added in three portions during 10 min. The resultant reaction mixture was stirred under nitrogen for 76 h while the cooling bath temperature was maintained at 0° C. The reaction mixture was diluted with cold (0-5° ... RXN SMILES: [C:1]([NH:8][C@H:9]([C:19]([OH:21])=[O:20])[CH2:10][O:11][CH2:12][C:13]1[CH:18]=[CH:17][CH:16]=[CH:15][CH:14]=1)([O:3][C:4]([CH3:7])([CH3:6])[CH3:5])=[O:2].[CH3:22]I.[H-].[Na+]>O1CCCC1.C(OCC)(=O)C.O>[CH2:12]([O:11][CH2:10][C@H:9]([N:8]([C:1]([O:3][C:4]([CH3:7])([CH3:6])[CH3:5])=[O:2])[CH3:22])[C:19]([OH:21])=[O:20])[C:13]1[CH:14]=[CH:15][CH:16]=[CH:17][CH:18]=1 |f:2.3|. Product: C(C1=CC=CC=C1)OC[C@@H](C(=O)O)N(C)C(=O)OC(C)(C)C ((S)-3-Benzyloxy-2-(tert-butoxycarbonyl-methyl-amino)-propionic acid), oil. Starting materials: C(=O)(OC(C)(C)C)N[C@@H](COCC1=CC=CC=C1)C(=O)O (N-Boc-O-Benzyl-L-Serine), CI (Methyl iodide), [H-].[Na+] (sodium hydride), resultant solution. The solvent is O1CCCC1 (tetrahydrofuran), C(C)(=O)OCC (ethyl acetate), O (water). Conditions: temperature 0 celsius, time 5 minute. Reactants: ClC1=CC=C(C=C1)C=1NC=CN1 (2-(4-Chlorophenyl)-1H-imidazole), [H-].[Na+] (sodium hydride), C1(=CC=CC=C1)S(=O)(=O)Cl (Benzenesulfonyl chloride). The solvent is C1CCOC1 (THF). Run at time 30 minute. Yields the product ClC1=CC=C(C=C1)C=1N(C=CN1)S(=O)(=O)C1=CC=CC=C1 (2-(4-Chlorophenyl)-1-(phenylsulfonyl)-1H-imidazole). The yield is 54.9%. RXN SMILES: [Cl:1][C:2]1[CH:7]=[CH:6][C:5]([C:8]2[NH:9][CH:10]=[CH:11][N:12]=2)=[CH:4][CH:3]=1.[H-].[Na+].[C:15]1([S:21](Cl)(=[O:23])=[O:22])[CH:20]=[CH:19][CH:18]=[CH:17][CH:16]=1>C1COCC1>[Cl:1][C:2]1[CH:3]=[CH:4][C:5]([C:8]2[N:12]([S:21]([C:15]3[CH:20]=[CH:19][CH:18]=[CH:17][CH:16]=3)(=[O:23])=[O:22])[CH:11]=[CH:10][N:9]=2)=[CH:6][CH:7]=1 |f:1.2|. Procedure: To a solution of 2-(4-chlorophenyl)-1H-imidazole (9f) (20 mmol) in anhydrous THF (200 mL) at 0° C. was added sodium hydride (60% dispersion in mineral oil, 1.2 g, 30 mmol) and stirred for 30 min. Benzenesulfonyl chloride (2.82 mL, 22 mmol) was added and the reaction mixture was stirred overnight. After dilution by 100 mL of saturated NaHCO3 solution (aqueous), the reaction mixture was extracted by ethyl acetate (500 mL). The organic layer was dried over magnesium sulfate and concentrated. The re... Starting materials: FC=1C=CC=2N(N1)C(=CN2)C2=CC=C(S2)C(C)=O (1-[5-(6-fluoro-imidazo[1,2-b]pyridazine-3-yl)-thiophen-2-yl]-ethanone), C(C)(C)(C)OC(N(C)CCCN)=O (N-(3-aminopropyl)-N-methylcarbamic acid tert-butyl ester), Cl (HCl). The solvent is CO (methanol). Product: C(C)(=O)O.C(C)(=O)O.CNCCCNC=1C=CC=2N(N1)C(=CN2)C2=CC=C(S2)C(C)=O (1-{5-[6-(3-methylamino-propylamino)-imidazo[1,2-b]pyridazin-3-yl]-thiophen-2-yl}-ethanone diacetate). Reaction SMILES: F[C:2]1[CH:3]=[CH:4][C:5]2[N:6]([C:8]([C:11]3[S:15][C:14]([C:16](=[O:18])[CH3:17])=[CH:13][CH:12]=3)=[CH:9][N:10]=2)[N:7]=1.C([O:23][C:24](=[O:31])[N:25]([CH2:27][CH2:28][CH2:29][NH2:30])C)(C)(C)C.Cl>CO>[C:16]([OH:18])(=[O:23])[CH3:17].[C:24]([OH:23])(=[O:31])[CH3:2].[CH3:24][NH:25][CH2:27][CH2:28][CH2:29][NH:30][C:2]1[CH:3]=[CH:4][C:5]2[N:6]([C:8]([C:11]3[S:15][C:14]([C:16](=[O:18])[CH3:17])=[CH:13][CH:12]=3)=[CH:9][N:10]=2)[N:7]=1 |f:4.5.6|. Reported procedure: Prepared as in example 5.6.3 from 1-[5-(6-fluoro-imidazo[1,2-b]pyridazine-3-yl)-thiophen-2-yl]-ethanone (50 mg, 0.2 mmol) and N-(3-aminopropyl)-N-methylcarbamic acid tert-butyl ester [150349-36-3] (72 mg, 0.4 mmol) and deprotected with anhydrous HCl in methanol. Purification by preparative RP-HPLC provided 1-{5-[6-(3-methylamino-propylamino)-imidazo[1,2-b]pyridazin-3-yl]-thiophen-2-yl}-ethanone diacetate as a yellow solid. 1H NMR (400 MHz, METHANOL-d4) δ ppm 1.92-1.96 (m, 5H) 2.24 (t, J=7.45 Hz,... Starting materials: C(C)N(C1=CC=C2[C@@H](C[C@@H](N(C2=C1)C(C1=CC=C(C=C1)N(C)C)=O)C)N(C(C)=O)C1=CC=C(C=C1)N(CC)CC)CC ((±)-Cis-N-[7-diethylamino-1-(4-dimethylamino-benzoyl)-2-methyl-1,2,3,4-tetrahydro-quinolin-4-yl]-N-(4-diethylamino-phenyl)-acetamide), N1CCOCC1 (morpholine), ClC1=CC=C(C=C1)N(C(C)=O)[C@@H]1C[C@@H](N(C2=CC(=CC=C12)N1CCOCC1)C(C1=CC=C(C=C1)N(C)C)=O)C ((±)-cis-N-(4-chloro-phenyl)-N-[1-(4-dimethylamino-benzoyl)-2-methyl-7-morpholin-4-yl-1,2,3,4-tetrahydro-quinolin-4-yl]-acetamide), C(C)NCC (diethylamine). The product is ClC1=CC=C(C=C1)N(C(C)=O)[C@@H]1C[C@@H](N(C2=CC(=CC=C12)N(CC)CC)C(C1=CC=C(C=C1)N(C)C)=O)C ((±)-cis-N-(4-chloro-phenyl)-N-[7-diethylamino-1-(4-dimethylamino-benzoyl)-2-methyl-1,2,3,4-tetrahydro-quinolin-4-yl]-acetamide). RXN SMILES: C(N(CC)C1C=C2C([C@H](N(C3C=CC(N(CC)CC)=CC=3)C(=O)C)C[C@H](C)N2C(=O)C2C=CC(N(C)C)=CC=2)=CC=1)C.[Cl:43][C:44]1[CH:49]=[CH:48][C:47]([N:50]([C@H:54]2[C:63]3[C:58](=[CH:59][C:60]([N:64]4[CH2:69][CH2:68]O[CH2:66][CH2:65]4)=[CH:61][CH:62]=3)[N:57]([C:70](=[O:80])[C:71]3[CH:76]=[CH:75][C:74]([N:77]([CH3:79])[CH3:78])=[CH:73][CH:72]=3)[C@@H:56]([CH3:81])[CH2:55]2)[C:51](=[O:53])[CH3:52])=[CH:46][CH:45]=1.C(NCC)C.N1CCOCC1>>[Cl:43][C:44]1[CH:45]=[CH:46][C:47]([N:50]([C@H:54]2[C:63]3[C:58](=[CH:59][C:60]([N:64]([CH2:65][CH3:66])[CH2:69][CH3:68])=[CH:61][CH:62]=3)[N:57]([C:70](=[O:80])[C:71]3[CH:72]=[CH:73][C:74]([N:77]([CH3:78])[CH3:79])=[CH:75][CH:76]=3)[C@@H:56]([CH3:81])[CH2:55]2)[C:51](=[O:53])[CH3:52])=[CH:48][CH:49]=1. Reported procedure: (±)-Cis-N-[7-diethylamino-1-(4-dimethylamino-benzoyl)-2-methyl-1,2,3,4-tetrahydro-quinolin-4-yl]-N-(4-diethylamino-phenyl)-acetamide was made in the same way as (±)-cis-N-(4-chloro-phenyl)-N-[1-(4-dimethylamino-benzoyl)-2-methyl-7-morpholin-4-yl-1,2,3,4-tetrahydro-quinolin-4-yl]-acetamide except diethylamine was substituted for morpholine. The reaction was non-selective and yielded (±)-cis-N-(4-chloro-phenyl)-N-[7-diethylamino-1-(4-dimethylamino-benzoyl)-2-methyl-1,2,3,4-tetrahydro-quinolin-4-yl...